This data is from the Open Reaction Database (ORD), a public repository of structured organic reaction records. The task is: describe an organic reaction: reactants, conditions, products, and yield The reactants are IC1=C(C=CC=C1)CC(C(=O)OCC)NC (Ethyl 3-(2-iodophenyl)-2-methylaminopropionate), C(C)(C)(C)OC(=O)CNC(C(=O)O)CC1=CC=CC=C1 (2-(tert-butoxycarbonylmethylamino)-3-phenylpropionic acid), C(C)N(C(C)C)C(C)C (N-ethyldiisopropylamine), CCN=C=NCCCN(C)C (EDAC). Procedure: Ethyl 3-(2-iodophenyl)-2-methylaminopropionate (3.94 g, 12 mmol), 2-(tert-butoxycarbonylmethylamino)-3-phenylpropionic acid (3.7 g, 13 mmol), N-ethyldiisopropylamine (7.8 g, 61 mmol) and EDAC (4.6 g, 24 mmol) were stirred in THF (abs., 50 ml) for 16 h. The reaction solution was concentrated on a rotary evaporator. The residue was taken up in ethyl acetate, washed, dried and concentrated. Purification by column chromatography (SiO2, hexane/ethyl acetate) gave 4.0 g (56%) of the target compound. Yields the product C(C)(C)(C)OC(=O)CNC(C(=O)CNC(C(=O)OCC)CC1=C(C=CC=C1)I)CC1=CC=CC=C1 (Ethyl 2-{[2-(tert-butoxycarbonylmethylamino)-3-phenylpropionyl]methylamino}3-(2-iodophenyl)propionate). Run in C1CCOC1 (THF). Yield: 56.1%. As a reaction SMILES: [I:1][C:2]1[CH:7]=[CH:6][CH:5]=[CH:4][C:3]=1[CH2:8][CH:9]([NH:15][CH3:16])[C:10]([O:12][CH2:13][CH3:14])=[O:11].[C:17]([O:21][C:22]([CH2:24][NH:25][CH:26]([CH2:30][C:31]1[CH:36]=[CH:35][CH:34]=[CH:33][CH:32]=1)[C:27](O)=[O:28])=[O:23])([CH3:20])([CH3:19])[CH3:18].C(N(C(C)C)C(C)C)C.CCN=C=NCCCN(C)C>C1COCC1>[C:17]([O:21][C:22]([CH2:24][NH:25][CH:26]([CH2:30][C:31]1[CH:32]=[CH:33][CH:34]=[CH:35][CH:36]=1)[C:27]([CH2:16][NH:15][CH:9]([CH2:8][C:3]1[CH:4]=[CH:5][CH:6]=[CH:7][C:2]=1[I:1])[C:10]([O:12][CH2:13][CH3:14])=[O:11])=[O:28])=[O:23])([CH3:20])([CH3:18])[CH3:19]. The reactants are C(C(C)C)N([C@@H](CCCCN)C(=O)O)S(=O)(=O)C1=CC=C(C=C1)[N+](=O)[O-] (Nα-isobutyl-Nα-(4-nitrobenzenesulfonyl)-L-lysine), [N+](=O)([O-])C1=C(C=CC(=O)O)C=CC=C1 (2-nitrocinnamic acid). Product: C(C(C)C)N([C@@H](CCCCNC(C=CC1=C(C=CC=C1)[N+](=O)[O-])=O)C(=O)O)S(=O)(=O)C1=CC=C(C=C1)[N+](=O)[O-] (Nα-Isobutyl-Nα-(4-nitrobenzenesulfonyl)-Nε-(2-nitrocinnamoyl)-L-lysine). The yield is 42.0%. Reaction SMILES: [CH2:1]([N:5]([S:15]([C:18]1[CH:23]=[CH:22][C:21]([N+:24]([O-:26])=[O:25])=[CH:20][CH:19]=1)(=[O:17])=[O:16])[C@H:6]([C:12]([OH:14])=[O:13])[CH2:7][CH2:8][CH2:9][CH2:10][NH2:11])[CH:2]([CH3:4])[CH3:3].[N+:27]([C:30]1[CH:40]=[CH:39][CH:38]=[CH:37][C:31]=1[CH:32]=[CH:33][C:34](O)=[O:35])([O-:29])=[O:28]>>[CH2:1]([N:5]([S:15]([C:18]1[CH:23]=[CH:22][C:21]([N+:24]([O-:26])=[O:25])=[CH:20][CH:19]=1)(=[O:17])=[O:16])[C@H:6]([C:12]([OH:14])=[O:13])[CH2:7][CH2:8][CH2:9][CH2:10][NH:11][C:34](=[O:35])[CH:33]=[CH:32][C:31]1[CH:37]=[CH:38][CH:39]=[CH:40][C:30]=1[N+:27]([O-:29])=[O:28])[CH:2]([CH3:4])[CH3:3]. Procedure: Nα-isobutyl-Nα-(4-nitrobenzenesulfonyl)-L-lysine was reacted with 2-nitrocinnamic acid under the conditions described in example 86 to yield 42% of the desired product.